Task: describe an organic reaction: reactants, conditions, products, and yield. Dataset: the Open Reaction Database (ORD), a public repository of structured organic reaction records Starting materials: CN(C)C(=O)N1CCC(Cc2n[nH]c(=O)n2-c2ccc(Br)cc2F)C1, O=C([O-])[O-], COc1ccc(B(O)O)cc1, [K+], [K+], C1COCCO1. The product is COc1ccc(-c2ccc(-n3c(CC4CCN(C(=O)N(C)C)C4)n[nH]c3=O)c(F)c2)cc1. Reaction SMILES: [Br:1][c:2]1[cH:3][c:4]([F:25])[c:5](-[n:8]2[c:9]([CH2:14][CH:15]3[CH2:16][N:17]([C:20](=[O:21])[N:22]([CH3:23])[CH3:24])[CH2:18][CH2:19]3)[n:10][nH:11][c:12]2=[O:13])[cH:6][cH:7]1.[C:37](=[O:38])([O-:39])[O-:40].[CH3:26][O:27][c:28]1[cH:29][cH:30][c:31]([B:34]([OH:35])[OH:36])[cH:32][cH:33]1.[K+:41].[K+:42].[O:43]1[CH2:44][CH2:45][O:46][CH2:47][CH2:48]1>>[c:2]1(-[c:31]2[cH:30][cH:29][c:28]([O:27][CH3:26])[cH:33][cH:32]2)[cH:3][c:4]([F:25])[c:5](-[n:8]2[c:9]([CH2:14][CH:15]3[CH2:16][N:17]([C:20](=[O:21])[N:22]([CH3:23])[CH3:24])[CH2:18][CH2:19]3)[n:10][nH:11][c:12]2=[O:13])[cH:6][cH:7]1. Yields the product COc1cccc(Oc2nc(Cl)ncc2Br)c1. The reactants are Clc1ncc(Br)c(Cl)n1, COc1cccc(O)c1, [K+], [K+], O=C([O-])[O-], CN(C)C=O. As a reaction SMILES: [Br:1][c:2]1[c:3]([Cl:9])[n:4][c:5]([Cl:8])[n:6][cH:7]1.[CH3:10][O:11][c:12]1[cH:13][cH:14][cH:15][c:16]([OH:17])[cH:18]1.[K+:19].[K+:20].[O-:21][C:22]([O-:23])=[O:24].[O:25]=[CH:26][N:27]([CH3:28])[CH3:29]>>[Br:1][c:2]1[c:3]([O:17][c:16]2[cH:15][cH:14][cH:13][c:12]([O:11][CH3:10])[cH:18]2)[n:4][c:5]([Cl:8])[n:6][cH:7]1. Starting materials: BrC=1C=C2C(=C(C=NC2=CC1)C(C)=O)N[C@@H]1CC[C@H](CC1)N(C)C (1-{6-bromo-4-[trans-4-(dimethylamino)cyclohexylamino]quinolin-3-yl}ethanone), ClC1=C(C(=CC(=C1)B1OC(C(O1)(C)C)(C)C)F)O (2-chloro-6-fluoro-4-(4,4,5,5-tetramethyl-1,3,2-dioxaborolan-2-yl)phenol). Product: ClC=1C=C(C=C(C1O)F)C=1C=C2C(=C(C=NC2=CC1)C(C)=O)N[C@@H]1CC[C@H](CC1)N(C)C (1-{6-(3-Chloro-5-fluoro-4-hydroxyphenyl)-4-[trans-4-(dimethylamino)cyclohexylamino]quinolin-3-yl}ethanone). Yield: 68.4%. As a reaction SMILES: Br[C:2]1[CH:3]=[C:4]2[C:9](=[CH:10][CH:11]=1)[N:8]=[CH:7][C:6]([C:12](=[O:14])[CH3:13])=[C:5]2[NH:15][C@H:16]1[CH2:21][CH2:20][C@H:19]([N:22]([CH3:24])[CH3:23])[CH2:18][CH2:17]1.[Cl:25][C:26]1[CH:31]=[C:30](B2OC(C)(C)C(C)(C)O2)[CH:29]=[C:28]([F:41])[C:27]=1[OH:42]>>[Cl:25][C:26]1[CH:31]=[C:30]([C:2]2[CH:3]=[C:4]3[C:9](=[CH:10][CH:11]=2)[N:8]=[CH:7][C:6]([C:12](=[O:14])[CH3:13])=[C:5]3[NH:15][C@H:16]2[CH2:21][CH2:20][C@H:19]([N:22]([CH3:24])[CH3:23])[CH2:18][CH2:17]2)[CH:29]=[C:28]([F:41])[C:27]=1[OH:42]. Procedure: Following general procedure F, 1-{6-bromo-4-[trans-4-(dimethylamino)cyclohexylamino]quinolin-3-yl}ethanone (30 mg, 0.077 mmol) was reacted with 2-chloro-6-fluoro-4-(4,4,5,5-tetramethyl-1,3,2-dioxaborolan-2-yl)phenol (42 mg, 0.154 mmol) to afford the desired product (24 mg, 68%) as a yellow-orange solid: 1H NMR (500 MHz, CD3OD+TFA-d) δ 9.13 (s, 1H), 8.48 (s, 1H), 8.29 (dd, J=8.8, 1.8 Hz, 1H), 8.00 (d, J=8.8 Hz, 1H), 7.63 (s, 1H), 7.56 (dd, J=11.4, 2.3 Hz, 1H), 4.65-4.61 (m, 1H), 3.50-3.46 (m, 1H)... Reactants: 74, FC1=CC=C(C=C1)CNC1=NC=NC=C1NC(=S)NC1CCN(CCC1)C(=O)OCC (ethyl 4-[[[[4-[[(4-fluorophenyl)methyl]-amino]-5-pyrimidinyl]amino]thioxomethyl]amino]hexahydro-1H-azepine-1-carboxylate). The reagents and catalysts are [Hg]=O (mercury(II) oxide). Solvent: C(C)O (ethanol). Reaction conditions: time 1 hour. Yields the product 29, FC1=CC=C(C=C1)CN1C2=NC=NC=C2N=C1NC1CCN(CCC1)C(=O)OCC (ethyl 4-[[9-[(4-fluorophenyl)methyl]-9H-purin-8-yl]amino]hexahydro-1H-azepine-1-carboxylate). Yield: 46.8%. RXN SMILES: [F:1][C:2]1[CH:7]=[CH:6][C:5]([CH2:8][NH:9][C:10]2[C:15]([NH:16][C:17]([NH:19][CH:20]3[CH2:26][CH2:25][CH2:24][N:23]([C:27]([O:29][CH2:30][CH3:31])=[O:28])[CH2:22][CH2:21]3)=S)=[CH:14][N:13]=[CH:12][N:11]=2)=[CH:4][CH:3]=1>[Hg]=O.C(O)C>[F:1][C:2]1[CH:7]=[CH:6][C:5]([CH2:8][N:9]2[C:17]([NH:19][CH:20]3[CH2:26][CH2:25][CH2:24][N:23]([C:27]([O:29][CH2:30][CH3:31])=[O:28])[CH2:22][CH2:21]3)=[N:16][C:15]3[C:10]2=[N:11][CH:12]=[N:13][CH:14]=3)=[CH:4][CH:3]=1. Procedure: A mixture of 74 parts of ethyl 4-[[[[4-[[(4-fluorophenyl)methyl]-amino]-5-pyrimidinyl]amino]thioxomethyl]amino]hexahydro-1H-azepine-1-carboxylate, 39 parts of mercury(II) oxide and 240 parts of ethanol was stirred for 1 hour at reflux temperature. The reaction mixture was filtered while hot over diatomaceous earth and the filtrate was evaporated. The residue was taken up in water and the product was extracted with dichloromethane. The extract was dried, filtered and evaporated. The residue was c... Reactants: NC1=CC=C(C=C1)CC(C)(C)NC(C(=O)NC1=CC(=C(C=C1)C1=CN=CO1)OC)=O (N-[2-(4-aminophenyl)-1,1-dimethylethyl]-N′-[3-methoxy-4-(5-oxazolyl)phenyl]oxalamide), C(C)(=O)OC(C)=O (acetic anhydride), C(C)N1CCOCC1 (N-ethylmorpholine). Run in ClCCl (dichloromethane). Run at time 2 hour. The product is C(C)(=O)NC1=CC=C(C=C1)CC(C)(C)NC(C(=O)NC1=CC(=C(C=C1)C1=CN=CO1)OC)=O (N-[2-(4-acetamidophenyl)-1,1-dimethylethyl]-N′-[3-methoxy-4-(5-oxazolyl)phenyl]oxalamide). The yield is 42.0%. As a reaction SMILES: [NH2:1][C:2]1[CH:7]=[CH:6][C:5]([CH2:8][C:9]([NH:12][C:13](=[O:30])[C:14]([NH:16][C:17]2[CH:22]=[CH:21][C:20]([C:23]3[O:27][CH:26]=[N:25][CH:24]=3)=[C:19]([O:28][CH3:29])[CH:18]=2)=[O:15])([CH3:11])[CH3:10])=[CH:4][CH:3]=1.[C:31](OC(=O)C)(=[O:33])[CH3:32].C(N1CCOCC1)C>ClCCl>[C:31]([NH:1][C:2]1[CH:7]=[CH:6][C:5]([CH2:8][C:9]([NH:12][C:13](=[O:30])[C:14]([NH:16][C:17]2[CH:22]=[CH:21][C:20]([C:23]3[O:27][CH:26]=[N:25][CH:24]=3)=[C:19]([O:28][CH3:29])[CH:18]=2)=[O:15])([CH3:10])[CH3:11])=[CH:4][CH:3]=1)(=[O:33])[CH3:32]. Procedure details: A mixture of 30 mg (0.074 mmol) of N-[2-(4-aminophenyl)-1,1-dimethylethyl]-N′-[3-methoxy-4-(5-oxazolyl)phenyl]oxalamide, 8 mg (0.078 mmol) of acetic anhydride and 17 mg (0.15 mmol) of N-ethylmorpholine in 1 ml of dichloromethane was stirred at room temperature for 2 hours. The solvent was removed by evaporation and the residue triturated with diethyl ether and collected by filtration to give 14 mg of N-[2-(4-acetamidophenyl)-1,1-dimethylethyl]-N′-[3-methoxy-4-(5-oxazolyl)phenyl]oxalamide as a wh... Reactants: C(C1=CC=CC=C1)OC=1C=C(C(=O)CCC(=O)O)C=CC1C#N (3-(3-Benzyloxy-4-cyanobenzoyl)propionic acid), Br (hydrogen bromide), ice water. The solvent is C(C)(=O)O (acetic acid). The product is C(#N)C1=C(C=C(C(=O)CCC(=O)O)C=C1)O (3-(4-cyano-3-hydroxybenzoyl)propionic acid). RXN SMILES: C([O:8][C:9]1[CH:10]=[C:11]([CH:19]=[CH:20][C:21]=1[C:22]#[N:23])[C:12]([CH2:14][CH2:15][C:16]([OH:18])=[O:17])=[O:13])C1C=CC=CC=1.Br>C(O)(=O)C>[C:22]([C:21]1[CH:20]=[CH:19][C:11]([C:12]([CH2:14][CH2:15][C:16]([OH:18])=[O:17])=[O:13])=[CH:10][C:9]=1[OH:8])#[N:23]. Reported procedure: 3-(3-Benzyloxy-4-cyanobenzoyl)propionic acid was warmed with 33% hydrogen bromide in acetic acid and the solution was poured into ice-water to give 3-(4-cyano-3-hydroxybenzoyl)propionic acid. Reactants: one, C(#N)C(C(=O)N)=CC1=CC=C(C=C1)NC=1N=C2C(=NC1)N(C=C2C(C(C)(C)C)=O)COCC[Si](C)(C)C (2-cyano-3-(4-(7-pivaloyl-5-((2-(trimethylsilyl)ethoxy)methyl)-5H-pyrrolo[2,3-b]pyrazin-2-ylamino)phenyl)acrylamide), C(=O)(C(F)(F)F)O (TFA). Run in C(Cl)Cl (CH2Cl2), C(Cl)Cl (CH2Cl2). Run at time 16 hour. Yields the product C(#N)C(C(=O)N)=CC1=CC=C(C=C1)NC=1N=C2C(=NC1)NC=C2C(C(C)(C)C)=O (2-cyano-3-(4-(7-pivaloyl-5H-pyrrolo[2,3-b]pyrazin-2-ylamino)phenyl)acrylamide). The yield is 25.7%. RXN SMILES: [C:1]([C:3](=[CH:7][C:8]1[CH:13]=[CH:12][C:11]([NH:14][C:15]2[N:16]=[C:17]3[C:23]([C:24](=[O:29])[C:25]([CH3:28])([CH3:27])[CH3:26])=[CH:22][N:21](COCC[Si](C)(C)C)[C:18]3=[N:19][CH:20]=2)=[CH:10][CH:9]=1)[C:4]([NH2:6])=[O:5])#[N:2].C(O)(C(F)(F)F)=O>C(Cl)Cl>[C:1]([C:3](=[CH:7][C:8]1[CH:9]=[CH:10][C:11]([NH:14][C:15]2[N:16]=[C:17]3[C:23]([C:24](=[O:29])[C:25]([CH3:27])([CH3:26])[CH3:28])=[CH:22][NH:21][C:18]3=[N:19][CH:20]=2)=[CH:12][CH:13]=1)[C:4]([NH2:6])=[O:5])#[N:2]. Procedure: To a 25 ml one necked round bottom flask 2-cyano-3-(4-(7-pivaloyl-5-((2-(trimethylsilyl)ethoxy)methyl)-5H-pyrrolo[2,3-b]pyrazin-2-ylamino)phenyl)acrylamide (0.1 g, 0.0002 mole) was taken in CH2Cl2 (10 ml). To this reaction mixture TFA (2.0 ml) was added dropwise at 0° C. After completion of the addition, the reaction mixture was warmed up to RT and then stirred for 16 hr. After completion of the reaction, CH2Cl2 was distilled out and the pH was adjusted to 8 to 9 using saturated NaHCO3 solution ...